From a dataset of the Open Reaction Database (ORD), a public repository of structured organic reaction records. describe an organic reaction: reactants, conditions, products, and yield The reactants are ClC1=NC(=NC(=C1)Cl)NC ((4,6-dichloro-pyrimidin-2-yl)-methylamine), [K+].ClC1=CC=C(C=C1)S(=O)(=O)[NH-] (4-chloro-benzene-sulfonamide potassium salt). Run in CN1C(CCC1)=O (1-methyl-2-pyrrolidone). Product: ClC1=CC=C(C=C1)S(=O)(=O)NC1=NC(=NC(=C1)Cl)NC (4-chloro-N-(6-chloro-2-methylamino-pyrimidin-4-yl)-benzenesulfonamide). Yield: 84.6%. Reaction SMILES: Cl[C:2]1[CH:7]=[C:6]([Cl:8])[N:5]=[C:4]([NH:9][CH3:10])[N:3]=1.[K+].[Cl:12][C:13]1[CH:18]=[CH:17][C:16]([S:19]([NH-:22])(=[O:21])=[O:20])=[CH:15][CH:14]=1>CN1CCCC1=O>[Cl:12][C:13]1[CH:14]=[CH:15][C:16]([S:19]([NH:22][C:2]2[CH:7]=[C:6]([Cl:8])[N:5]=[C:4]([NH:9][CH3:10])[N:3]=2)(=[O:20])=[O:21])=[CH:17][CH:18]=1 |f:1.2|. Reported procedure: 0.39 g (0.0022 mol) of (4,6-dichloro-pyrimidin-2-yl)-methylamine and 1.0 g (0.0044 mol) of 4-chloro-benzene-sulfonamide potassium salt were stirred in 10 ml of 1-methyl-2-pyrrolidone at 150° C. for 8 hours. Then, the solvent was distilled off in a high vacuum, the residue was partitioned in ethyl acetate/water and extracted. The aqueous phase was saturated with sodium chloride, evaporated briefly in a vacuum, made acid with 4N HCl and extracted with dichloromethane. The two extracts were combine...